Dataset: the Open Reaction Database (ORD), a public repository of structured organic reaction records. Task: describe an organic reaction: reactants, conditions, products, and yield Starting materials: C(CC(C)C)NCCO (2-(isopentylamino)-ethanol), C(C=C)(=O)N1C(C2=CC=CC=C2CC1)C1CCCCC1 (2-acryloyl-1-cyclohexyl-1,2,3,4-tetrahydroisoquinoline). Solvent: CC(C)O (iPrOH). Run at temperature 90 celsius, time 10 hour. Yields the product C1(CCCCC1)C1N(CCC2=CC=CC=C12)C(CCN(CCO)CCC(C)C)=O (2-[[3-(1-cyclohexyl-3,4-dihydroisoquinolin-2(1H)-yl)-3-oxopropyl](3-methylbutyl)amino]ethanol). Isolated yield 28.8%. RXN SMILES: [CH2:1]([NH:6][CH2:7][CH2:8][OH:9])[CH2:2][CH:3]([CH3:5])[CH3:4].[C:10]([N:14]1[CH2:23][CH2:22][C:21]2[C:16](=[CH:17][CH:18]=[CH:19][CH:20]=2)[CH:15]1[CH:24]1[CH2:29][CH2:28][CH2:27][CH2:26][CH2:25]1)(=[O:13])[CH:11]=[CH2:12]>CC(O)C>[CH:24]1([CH:15]2[C:16]3[C:21](=[CH:20][CH:19]=[CH:18][CH:17]=3)[CH2:22][CH2:23][N:14]2[C:10](=[O:13])[CH2:11][CH2:12][N:6]([CH2:1][CH2:2][CH:3]([CH3:5])[CH3:4])[CH2:7][CH2:8][OH:9])[CH2:25][CH2:26][CH2:27][CH2:28][CH2:29]1. Procedure: 2-(isopentylamino)-ethanol (26 mg) was added to a solution of 2-acryloyl-1-cyclohexyl-1,2,3,4-tetrahydroisoquinoline (7 mg) in iPrOH (0.1 mL), followed by stirring at 90° C. for 10 hours. Thereafter, the reaction liquid was purified by preparative HPLC to obtain 2-[[3-(1-cyclohexyl-3,4-dihydroisoquinolin-2(1H)-yl)-3-oxopropyl](3-methylbutyl)amino]ethanol (3 mg). Reactants: C(C)(C)(C)OC(NS(=O)(=O)C)=O (tert-Butyl(methylsulfonyl)carbamate), [H-].[Na+] (sodium hydride), BrCC1=NSC2=C1C=C(C=C2)N2C(N(C(=CC2=O)C(F)(F)F)C)=O (3-[3-(bromomethyl)-1,2-benzisothiazol-5-yl]-1-methyl-6-(trifluoromethyl)-2,4(1H,3H)-pyrimidinedione), resultant mixture, Cl (hydrochloric acid). Run in O1CCCC1 (tetrahydrofuran), CS(=O)C (dimethyl sulfoxide). Product: CN1C(N(C(C=C1C(F)(F)F)=O)C=1C=CC2=C(C(=NS2)CN(C(OC(C)(C)C)=O)S(=O)(=O)C)C1)=O ({{5-[3,6-Dihydro-3-methyl-2,6-dioxo-4-(trifluoromethyl)-1(2H)-pyrimidinyl]-1,2-benzisothiazol-3-yl}methyl}(methylsulfonyl)carbamic acid, tert-butyl ester). Isolated yield 78.6%. Reaction SMILES: [C:1]([O:5][C:6](=[O:12])[NH:7][S:8]([CH3:11])(=[O:10])=[O:9])([CH3:4])([CH3:3])[CH3:2].[H-].[Na+].Br[CH2:16][C:17]1[C:21]2[CH:22]=[C:23]([N:26]3[C:31](=[O:32])[CH:30]=[C:29]([C:33]([F:36])([F:35])[F:34])[N:28]([CH3:37])[C:27]3=[O:38])[CH:24]=[CH:25][C:20]=2[S:19][N:18]=1.Cl>CS(C)=O.O1CCCC1>[CH3:37][N:28]1[C:29]([C:33]([F:34])([F:35])[F:36])=[CH:30][C:31](=[O:32])[N:26]([C:23]2[CH:24]=[CH:25][C:20]3[S:19][N:18]=[C:17]([CH2:16][N:7]([S:8]([CH3:11])(=[O:10])=[O:9])[C:6](=[O:12])[O:5][C:1]([CH3:4])([CH3:3])[CH3:2])[C:21]=3[CH:22]=2)[C:27]1=[O:38] |f:1.2|. Procedure details: tert-Butyl(methylsulfonyl)carbamate (1.52 g, 0.00780 mol) is added to a mixture of sodium hydride (60%, 0.312 g, 0.00780 mol) and tetrahydrofuran at 0° C. The mixture is allowed to come to room temperature. A solution of 3-[3-(bromomethyl)-1,2-benzisothiazol-5-yl]-1-methyl-6-(trifluoromethyl)-2,4(1H,3H)-pyrimidinedione (3.00 g, 0.00714 mol) in dimethyl sulfoxide is added dropwise. The resultant mixture is stirred overnight at room temperature, poured into dilute hydrochloric acid, and extracted ... The reactants are CO, CC(C)=CCN1CCNc2c(cc(Cl)cc2[N+](=O)[O-])C1C, NN. The product is CC(C)=CCN1CCNc2c(N)cc(Cl)cc2C1C. As a reaction SMILES: [CH3:24][OH:25].[Cl:1][c:2]1[cH:3][c:4]([N+:19]([O-:20])=[O:21])[c:5]2[c:6]([cH:18]1)[CH:7]([CH3:17])[N:8]([CH2:12][CH:13]=[C:14]([CH3:15])[CH3:16])[CH2:9][CH2:10][NH:11]2.[NH2:22][NH2:23]>>[Cl:1][c:2]1[cH:3][c:4]([NH2:19])[c:5]2[c:6]([cH:18]1)[CH:7]([CH3:17])[N:8]([CH2:12][CH:13]=[C:14]([CH3:15])[CH3:16])[CH2:9][CH2:10][NH:11]2. The reactants are [BH4-], CCCCOc1ccc(C=O)cc1, CO, CCN(C(C)C)C(C)C, Cl, NC(Cc1ccccc1)C(=O)N1CCN(Cc2ccccc2)CC1, [Na+], O. Yields the product CCCCOc1ccc(CNC(Cc2ccccc2)C(=O)N2CCN(Cc3ccccc3)CC2)cc1. Reaction SMILES: [BH4-:48].[CH2:35]([CH2:36][CH2:37][CH3:38])[O:39][c:40]1[cH:41][cH:42][c:43]([CH:44]=[O:45])[cH:46][cH:47]1.[CH3:50][OH:51].[CH:26]([N:27]([CH2:28][CH3:29])[CH:30]([CH3:31])[CH3:32])([CH3:33])[CH3:34].[ClH:1].[NH2:2][CH:3]([C:4](=[O:5])[N:6]1[CH2:7][CH2:8][N:9]([CH2:12][c:13]2[cH:14][cH:15][cH:16][cH:17][cH:18]2)[CH2:10][CH2:11]1)[CH2:19][c:20]1[cH:21][cH:22][cH:23][cH:24][cH:25]1.[Na+:49].[OH2:52]>>[NH:2]([CH:3]([C:4](=[O:5])[N:6]1[CH2:7][CH2:8][N:9]([CH2:12][c:13]2[cH:14][cH:15][cH:16][cH:17][cH:18]2)[CH2:10][CH2:11]1)[CH2:19][c:20]1[cH:21][cH:22][cH:23][cH:24][cH:25]1)[CH2:44][c:43]1[cH:42][cH:41][c:40]([O:39][CH2:35][CH2:36][CH2:37][CH3:38])[cH:47][cH:46]1. Reactants: ClC(Cl)(Cl)Cl, C=C(C)c1ccccn1, CCCCCC, O=C1CCC(=O)N1Cl. Product: C=C(CCl)c1ccccn1. As a reaction SMILES: [C:18]([Cl:19])([Cl:20])([Cl:21])[Cl:22].[C:1](=[CH2:2])([CH3:3])[c:4]1[n:5][cH:6][cH:7][cH:8][cH:9]1.[CH3:23][CH2:24][CH2:25][CH2:26][CH2:27][CH3:28].[Cl:10][N:11]1[C:12](=[O:13])[CH2:14][CH2:15][C:16]1=[O:17]>>[C:1]([CH2:2][Cl:10])(=[CH2:3])[c:4]1[n:5][cH:6][cH:7][cH:8][cH:9]1. Starting materials: NC1=C(N=NN1)C(=O)N (5-amino-1,2,3-triazole-4-carboxamide), [H-].[Na+] (sodium hydride), suspension, [H-].[Na+] (NaH), ClC1=CC=C(C(=O)C2=C(C=C(CBr)C=C2Cl)Cl)C=C1 (4-(4-chlorobenzoyl)-3,5-dichlorobenzyl bromide), O (water). Run in C(C)(=O)O (acetic acid), CN(C=O)C (dimethylformamide). Reaction conditions: time 1 hour. Yields the product NC1=C(N=NN1CC1=CC(=C(C(=C1)Cl)C(C1=CC=C(C=C1)Cl)=O)Cl)C(=O)N (5-amino-1-(4-[4-chlorobenzoyl]-3,5-dichlorobenzyl)-1,2,3-triazole-4-carboxamide). Isolated yield 17.0%. As a reaction SMILES: [NH2:1][C:2]1[NH:6][N:5]=[N:4][C:3]=1[C:7]([NH2:9])=[O:8].[H-].[Na+].[Cl:12][C:13]1[CH:30]=[CH:29][C:16]([C:17]([C:19]2[C:26]([Cl:27])=[CH:25][C:22]([CH2:23]Br)=[CH:21][C:20]=2[Cl:28])=[O:18])=[CH:15][CH:14]=1.O>CN(C)C=O.C(O)(=O)C>[NH2:1][C:2]1[N:6]([CH2:23][C:22]2[CH:21]=[C:20]([Cl:28])[C:19]([C:17](=[O:18])[C:16]3[CH:15]=[CH:14][C:13]([Cl:12])=[CH:30][CH:29]=3)=[C:26]([Cl:27])[CH:25]=2)[N:5]=[N:4][C:3]=1[C:7]([NH2:9])=[O:8] |f:1.2|. Reported procedure: A stirred ambient temperature solution of 5-amino-1,2,3-triazole-4-carboxamide (630 mg, 4.96 mmol) in dry dimethylformamide (20 ml) was treated in one portion with sodium hydride (230 mg of a 50% suspension in mineral oil, 115 mg NaH, 4.79 mmol). After 15 min. solid 4-(4-chlorobenzoyl)-3,5-dichlorobenzyl bromide was added in one portion. The mixture was stirred 1 hour, poured into water (20 ml), acidified to pH 6 with glacial acetic acid, and filtered. The solid was washed three times with water... Reactants: C(C)(C)N1CCNCC1 (Isopropylpiperazine), ClC1=NC=C(C=C1)CCl (2-chloro-5-chloromethylpyridine), C(=O)([O-])[O-].[K+].[K+] (K2CO3). Solvent: CCO (EtOH). Run at temperature 65 celsius. The product is ClC1=CC=C(C=N1)CN1CCN(CC1)C(C)C (1-(6-Chloropyridine-3-ylmethyl)-4-isopropylpiperazine). RXN SMILES: [CH:1]([N:4]1[CH2:9][CH2:8][NH:7][CH2:6][CH2:5]1)([CH3:3])[CH3:2].[Cl:10][C:11]1[CH:16]=[CH:15][C:14]([CH2:17]Cl)=[CH:13][N:12]=1.C([O-])([O-])=O.[K+].[K+]>CCO>[Cl:10][C:11]1[N:12]=[CH:13][C:14]([CH2:17][N:7]2[CH2:8][CH2:9][N:4]([CH:1]([CH3:3])[CH3:2])[CH2:5][CH2:6]2)=[CH:15][CH:16]=1 |f:2.3.4|. Procedure: Isopropylpiperazine (2.3 g, 17.94 mmol), 2-chloro-5-chloromethylpyridine (3.2 g, 19.73 mmol) and K2CO3 (26.91 g, 3.713 mmol) were mixed in EtOH (50 mL) a strongly exothermic reaction. The reaction was heated further for 12 hours at 65° C. The reaction mixture was filtered and evaporated. The crude product was used without any further purification.